The task is: describe an organic reaction: reactants, conditions, products, and yield. This data is from the Open Reaction Database (ORD), a public repository of structured organic reaction records. Reactants: COC(=O)C(CNC(=O)OC(C)(C)C)N1CCN(C(=O)C(C)C)CC1, CC(=O)O, [Li+], C1CCOC1, [OH-], O. As a reaction SMILES: [C:3]([CH3:4])([CH3:5])([CH3:6])[O:7][C:8](=[O:9])[NH:10][CH2:11][CH:12]([C:13](=[O:14])[O:15][CH3:16])[N:17]1[CH2:18][CH2:19][N:20]([C:23]([CH:24]([CH3:25])[CH3:26])=[O:27])[CH2:21][CH2:22]1.[CH3:28][C:29](=[O:30])[OH:31].[Li+:1].[O:32]1[CH2:33][CH2:34][CH2:35][CH2:36]1.[OH-:2].[OH2:37]>>[C:3]([CH3:4])([CH3:5])([CH3:6])[O:7][C:8](=[O:9])[NH:10][CH2:11][CH:12]([C:13](=[O:14])[OH:15])[N:17]1[CH2:18][CH2:19][N:20]([C:23]([CH:24]([CH3:25])[CH3:26])=[O:27])[CH2:21][CH2:22]1. The product is CC(C)C(=O)N1CCN(C(CNC(=O)OC(C)(C)C)C(=O)O)CC1. Reactants: CS(=O)(=O)OCC=1C(=NSC1C(F)(F)F)C1=C(C=C(C=C1)OC)F ((3-(2-fluoro-4-methoxyphenyl)-5-(trifluoromethyl)isothiazol-4-yl)methyl methanesulfonate), OC1=C(C=C(C=C1F)CCC(=O)OCC)F (ethyl 3-(4-hydroxy-3,5-difluorophenyl)propanoate). Yields the product FC=1C=C(C=C(C1OCC=1C(=NSC1C(F)(F)F)C1=C(C=C(C=C1)OC)F)F)CCC(=O)O (3-(3,5-difluoro-4-[[3-(2-fluoro-4-methoxyphenyl)-5-(trifluoromethyl)-1,2-thiazol-4-yl]methoxy]phenyl)propanoic acid). Reaction SMILES: CS([O:5][CH2:6][C:7]1[C:8]([C:16]2[CH:21]=[CH:20][C:19]([O:22][CH3:23])=[CH:18][C:17]=2[F:24])=[N:9][S:10][C:11]=1[C:12]([F:15])([F:14])[F:13])(=O)=O.O[C:26]1[C:31]([F:32])=[CH:30][C:29]([CH2:33][CH2:34][C:35]([O:37]CC)=[O:36])=[CH:28][C:27]=1[F:40]>>[F:32][C:31]1[CH:30]=[C:29]([CH2:33][CH2:34][C:35]([OH:37])=[O:36])[CH:28]=[C:27]([F:40])[C:26]=1[O:5][CH2:6][C:7]1[C:8]([C:16]2[CH:21]=[CH:20][C:19]([O:22][CH3:23])=[CH:18][C:17]=2[F:24])=[N:9][S:10][C:11]=1[C:12]([F:15])([F:14])[F:13]. Reported procedure: The title compound was prepared according to the procedure described in Example 1 starting following Step 5 and 6 coupling (3-(2-fluoro-4-methoxyphenyl)-5-(trifluoromethyl)isothiazol-4-yl)methyl methanesulfonate and ethyl 3-(4-hydroxy-3,5-difluorophenyl)propanoate followed by hydrolysis to afford the desired product as an off-white solid. 1H NMR (300 MHz, CD3OD) δ 7.25-7.30 (m, 1H), 6.70-6.83 (m, 4H), 5.15 (s, 2H), 3.87 (s, 3H), 2.82 (t, J=7.8 Hz, 2H), 2.57 (t, J=7.8 Hz, 2H). Mass spectrum (ESI,... Reactants: [N+](=O)([O-])C=1C=C(C(=O)Cl)C=CC1[N+](=O)[O-] (3,4-dinitrobenzoyl chloride), COC1=C(C=C(C=C1)[C@H]1[C@H](CCCC1)N)OC ((−)-cis-1,2-dimethoxy-4-(2-aminocyclohexyl)benzene), COC1=C(C=C(C=C1)[C@H]1[C@H](CCCC1)N)OC ((−)-cis-1,2-dimethoxy-4-(2-aminocyclohexyl)benzene). The solvent is C(Cl)Cl (methylene chloride), C(C)N(CC)CC (triethylamine), C(Cl)Cl (methylene chloride). Reaction conditions: time 8 hour. The product is COC=1C=C(C=CC1OC)[C@@H]1[C@@H](CCCC1)NC(C1=CC(=C(C=C1)[N+](=O)[O-])[N+](=O)[O-])=O ((−)-cis-N-[2-(3,4-Dimethoxyphenyl)cyclohexyl]-3,4-dinitrobenzamide). Yield: 88.8%. As a reaction SMILES: [CH3:1][O:2][C:3]1[CH:8]=[CH:7][C:6]([C@@H:9]2[CH2:14][CH2:13][CH2:12][CH2:11][C@@H:10]2[NH2:15])=[CH:5][C:4]=1[O:16][CH3:17].[N+:18]([C:21]1[CH:22]=[C:23]([CH:27]=[CH:28][C:29]=1[N+:30]([O-:32])=[O:31])[C:24](Cl)=[O:25])([O-:20])=[O:19]>C(Cl)Cl.C(N(CC)CC)C>[CH3:17][O:16][C:4]1[CH:5]=[C:6]([C@H:9]2[CH2:14][CH2:13][CH2:12][CH2:11][C@H:10]2[NH:15][C:24](=[O:25])[C:23]2[CH:27]=[CH:28][C:29]([N+:30]([O-:32])=[O:31])=[C:21]([N+:18]([O-:20])=[O:19])[CH:22]=2)[CH:7]=[CH:8][C:3]=1[O:2][CH3:1]. Procedure details: 5.0 g of (−)-cis-1,2-dimethoxy-4-(2-aminocyclohexyl)benzene (compound B2) are dissolved in 40 ml of methylene chloride and 5.0 ml of triethylamine. A solution of 6.5 g of 3,4-dinitrobenzoyl chloride in 40 ml of methylene chloride is added dropwise at RT and the mixture is extracted with water, 2N hydrochloric acid, satd. sodium hydrogencarbonate solution and water again after stirring overnight. The organic phase is dried using sodium sulfate and concentrated. 8.1 g of the title compound are obt... Starting materials: BrC=1C(=C(SC1Br)C(=O)C1=CC=C(C=C1)CC)C ((4,5-dibromo-3-methylthiophen-2-yl)(4-ethylphenyl)methanone), C(C)[SiH](CC)CC (triethylsilane), B(F)(F)F (borontrifluoride). The solvent is C(Cl)Cl.CC#N (DCM CH3CN). Run at time 8 hour. Product: compound 55, BrC=1SC(=C(C1Br)C)CC1=CC=C(C=C1)CC (2,3-dibromo-5-(4-ethylbenzyl)-4-methylthiophene). Isolated yield 92.1%. Reaction SMILES: [Br:1][C:2]1[C:3]([CH3:18])=[C:4]([C:8]([C:10]2[CH:15]=[CH:14][C:13]([CH2:16][CH3:17])=[CH:12][CH:11]=2)=O)[S:5][C:6]=1[Br:7].C([SiH](CC)CC)C.B(F)(F)F>C(Cl)Cl.CC#N>[Br:7][C:6]1[S:5][C:4]([CH2:8][C:10]2[CH:15]=[CH:14][C:13]([CH2:16][CH3:17])=[CH:12][CH:11]=2)=[C:3]([CH3:18])[C:2]=1[Br:1] |f:3.4|. Procedure details: To a solution of (4,5-dibromo-3-methylthiophen-2-yl)(4-ethylphenyl)methanone (54) (4.28 g, 10.6 mmole) in DCM/CH3CN (30 mL/30 mL) were added triethylsilane (5.1 mL, 31.9 mmole) and borontrifluoride diethyletherate (3.1 mL, 25.4 mmole) at 0° C. The resulting solution was stirred at ambient temperature overnight. The reaction mixture was quenched by adding MeOH (10 mL) and concentrated in vacuo. The crude residue was purified on Biotage® purification apparatus to yield the compound 55 2,3-dibromo-... Reaction SMILES: [CH2:1]([O:3][C:4]1[C:9]([C:10]([O:12][CH2:13][CH3:14])=[O:11])=[CH:8][N:7]=[C:6]2[N:15](CC)[N:16]=[CH:17][C:5]=12)[CH3:2].BrN1C(=O)CCC1=O>C(Cl)(Cl)(Cl)Cl>[CH2:1]([O:3][C:4]1[C:9]([C:10]([O:12][CH2:13][CH3:14])=[O:11])=[CH:8][N:7]=[C:6]2[NH:15][N:16]=[CH:17][C:5]=12)[CH3:2]. Yield: 50.3%. The reactants are C(C)OC1=C2C(=NC=C1C(=O)OCC)N(N=C2)CC (Ethyl 4-ethoxy-1-ethyl-1H-pyrazolo[3,4-b]pyridine-5-carboxylate), BrN1C(CCC1=O)=O (N-bromosuccinimide). Procedure details: A mixture of Intermediate 35 (1.0 g, 3.8 mmol) and N-bromosuccinimide (1.49 g, 8.4 mmol) in carbon tetrachloride (35 ml) was heated at reflux for 3 hours. The reaction mixture was cooled in an ice-bath and the precipitate filtered. The filtrate was concentrated in vacuo and the residue dissolved in tetrahydrofuran (12.5 ml). Water (3.5 ml) and saturated sodium carbonate solution (3 ml) were added and the mixture stirred at 20° C. for 18 hours. The reaction was diluted with water and extracted wi... Yields the product C(C)OC1=C2C(=NC=C1C(=O)OCC)NN=C2 (Ethyl 4-ethoxy-1H-pyrazolo[3,4-b]pyridine-5-carboxylate). Conditions: temperature 20 celsius, time 18 hour. Run in C(Cl)(Cl)(Cl)Cl (carbon tetrachloride). Reactants: CC(=O)O, Cc1cc(O)c(SCc2ccc(F)cc2)c(=O)o1, O, OO. Product: Cc1cc(O)c(S(=O)Cc2ccc(F)cc2)c(=O)o1. RXN SMILES: [CH3:21][C:22](=[O:23])[OH:24].[F:1][c:2]1[cH:3][cH:4][c:5]([CH2:6][S:7][c:8]2[c:9](=[O:16])[o:10][c:11]([CH3:15])[cH:12][c:13]2[OH:14])[cH:17][cH:18]1.[OH2:25].[OH:19][OH:20]>>[F:1][c:2]1[cH:3][cH:4][c:5]([CH2:6][S:7]([c:8]2[c:9](=[O:16])[o:10][c:11]([CH3:15])[cH:12][c:13]2[OH:14])=[O:19])[cH:17][cH:18]1. Reactants: O=C1OCCN1CC=1C=C2CC(NC2=CC1)=O (5-(2-oxo-oxazolidin-3-ylmethyl)-1,3-dihydro-indol-2-one), CC1=C(NC(=C1)C)C=O (3,5-dimethyl-1H-pyrrole-2-carbaldehyde), N1CCCCC1 (piperidine). Run in C(C)O (ethanol). Product: CC1=C(NC(=C1)C)C=C1C(NC2=CC=C(C=C12)CN1C(OCC1)=O)=O (3-(3,5-Dimethyl-1H-pyrrol-2-ylmethylene)-5-(2-oxo-oxazolidin-3-ylmethyl)-1,3-dihydro-indol-2-one). As a reaction SMILES: [O:1]=[C:2]1[N:6]([CH2:7][C:8]2[CH:9]=[C:10]3[C:14](=[CH:15][CH:16]=2)[NH:13][C:12](=[O:17])[CH2:11]3)[CH2:5][CH2:4][O:3]1.[CH3:18][C:19]1[CH:23]=[C:22]([CH3:24])[NH:21][C:20]=1[CH:25]=O.N1CCCCC1>C(O)C>[CH3:18][C:19]1[CH:23]=[C:22]([CH3:24])[NH:21][C:20]=1[CH:25]=[C:11]1[C:10]2[C:14](=[CH:15][CH:16]=[C:8]([CH2:7][N:6]3[CH2:5][CH2:4][O:3][C:2]3=[O:1])[CH:9]=2)[NH:13][C:12]1=[O:17]. Procedure: A solution of 5-(2-oxo-oxazolidin-3-ylmethyl)-1,3-dihydro-indol-2-one (4.3 mmoles), 3,5-dimethyl-1H-pyrrole-2-carbaldehyde (5.17 mmoles) and piperidine (3 mmoles) in ethanol (30 ml) is heated at reflux for 24 hours. The solid formed is filtered off, washed with ethanol, with water and then with ethanol and dried in vacuo to yield the title product.